This data is from the Open Reaction Database (ORD), a public repository of structured organic reaction records. The task is: describe an organic reaction: reactants, conditions, products, and yield The reactants are C(c1cc(c(c(c1)I)O)I)=O, CC1=CN=C(C=C1)N, [C-]#[N+]C1CCCCC1. The reagents and catalysts are O=C(O)C(F)(F)F (trifluoroacetic acid). Solvent: CC(C)O (isopropyl alcohol), CC(C)O (isopropylalcohol). Conditions: temperature 22 celsius, time 20 hour. Yields the product Cc1ccc2nc(c3cc(c(c(c3)I)O)I)c(NC3CCCCC3)n2c1. The yield is 0.2%. RXN SMILES: CC1=CC=C(N)N=C1.[C-]#[N+]C1CCCCC1.OC1=C(I)C=C(C=O)C=C1I>>CC1=CN2C(C=C1)=NC(=C2NC1CCCCC1)C1=CC(I)=C(O)C(I)=C1. As a reaction SMILES: [Al+3:33].[CH2:38]1[O:39][CH2:40][CH2:41][CH2:42]1.[CH3:43][CH2:44][O:45][CH2:46][CH3:47].[Cl:1][c:2]1[cH:3][cH:4][c:5]([S:7](=[O:8])(=[O:9])[NH:10][c:11]2[n:12][n:13]([CH2:23][c:24]3[cH:25][c:26]([C:30]#[N:31])[cH:27][cH:28][cH:29]3)[c:14]3[c:15]([F:22])[cH:16][cH:17][c:18]([O:20][CH3:21])[c:19]23)[s:6]1.[H-:32].[H-:35].[H-:36].[H-:37].[Li+:34]>>[Cl:1][c:2]1[cH:3][cH:4][c:5]([S:7](=[O:8])(=[O:9])[NH:10][c:11]2[n:12][n:13]([CH2:23][c:24]3[cH:25][c:26]([CH2:30][NH2:31])[cH:27][cH:28][cH:29]3)[c:14]3[c:15]([F:22])[cH:16][cH:17][c:18]([O:20][CH3:21])[c:19]23)[s:6]1. The reactants are [Al+3], C1CCOC1, CCOCC, COc1ccc(F)c2c1c(NS(=O)(=O)c1ccc(Cl)s1)nn2Cc1cccc(C#N)c1, [H-], [H-], [H-], [H-], [Li+]. The product is COc1ccc(F)c2c1c(NS(=O)(=O)c1ccc(Cl)s1)nn2Cc1cccc(CN)c1. Starting materials: CC(C)(C)OC(=O)CCBr, Cc1ccccc1, Nc1ccc(OC(F)(F)F)c(Cl)c1, Cc1cccc(C)n1. The product is CC(C)(C)OC(=O)CCNc1ccc(OC(F)(F)F)c(Cl)c1. RXN SMILES: [Br:22][CH2:23][CH2:24][C:25](=[O:26])[O:27][C:28]([CH3:29])([CH3:30])[CH3:31].[CH3:32][c:33]1[cH:34][cH:35][cH:36][cH:37][cH:38]1.[Cl:1][c:2]1[cH:3][c:4]([NH2:13])[cH:5][cH:6][c:7]1[O:8][C:9]([F:10])([F:11])[F:12].[n:14]1[c:15]([CH3:16])[cH:17][cH:18][cH:19][c:20]1[CH3:21]>>[Cl:1][c:2]1[cH:3][c:4]([NH:13][CH2:23][CH2:24][C:25](=[O:26])[O:27][C:28]([CH3:29])([CH3:30])[CH3:31])[cH:5][cH:6][c:7]1[O:8][C:9]([F:10])([F:11])[F:12]. Starting materials: CCNCc1cc(C(F)(F)F)ccc1-c1cc(C(C)C(=O)O)cc(C(F)(F)F)c1, CO, O=S(=O)(O)O. The product is CCNCc1cc(C(F)(F)F)ccc1-c1cc(C(C)C(=O)OC)cc(C(F)(F)F)c1. As a reaction SMILES: [CH2:1]([CH3:2])[NH:3][CH2:4][c:5]1[c:6](-[c:15]2[cH:16][c:17]([CH:25]([C:26](=[O:27])[OH:28])[CH3:29])[cH:18][c:19]([C:21]([F:22])([F:23])[F:24])[cH:20]2)[cH:7][cH:8][c:9]([C:11]([F:12])([F:13])[F:14])[cH:10]1.[CH3:35][OH:36].[S:30](=[O:31])(=[O:32])([OH:33])[OH:34]>>[CH2:1]([CH3:2])[NH:3][CH2:4][c:5]1[c:6](-[c:15]2[cH:16][c:17]([CH:25]([C:26]([O:27][CH3:35])=[O:28])[CH3:29])[cH:18][c:19]([C:21]([F:22])([F:23])[F:24])[cH:20]2)[cH:7][cH:8][c:9]([C:11]([F:12])([F:13])[F:14])[cH:10]1. Run in 4A, C(C)O (ethanol), C(C)O (ethanol). Reactants: C([O-])([O-])=O.[K+].[K+] (Potassium carbonate), C(C)OC(C(CC1=CC=C(C=C1)O)(OC1=C(C=CC=C1)C)C)=O (3-(4-Hydroxy-phenyl)-2-methyl-2-o-tolyloxypropionic acid ethyl ester), C1(=CC=C(C=C1)C=1OC(=C(N1)CCOS(=O)(=O)C1=CC=C(C=C1)C)C)C1=CC=CC=C1 (toluene-4-sulfonic acid 2-(2-biphenyl-4-yl-5-methyl-oxazol-4-yl)-ethyl ester), resultant mixture, [OH-].[Na+] (NaOH). The product is C1(=CC=C(C=C1)C=1OC(=C(N1)CCOC1=CC=C(C=C1)CC(C(=O)O)(C)OC1=C(C=CC=C1)OC)C)C1=CC=CC=C1 (3-{4-[2-(2-Biphenyl-4-yl-5-methyl-oxazol-4-yl)-ethoxy]-phenyl}-2-(2-methoxy-phenoxy)-2-methyl-propionic acid). Reported procedure: Potassium carbonate (0.078 g, 0.56 mmol) was added to a solution of 3-(4-Hydroxy-phenyl)-2-methyl-2-o-tolyloxypropionic acid ethyl ester and toluene-4-sulfonic acid 2-(2-biphenyl-4-yl-5-methyl-oxazol-4-yl)-ethyl ester in 4A sieve-dried ethanol (2 mL). The resultant mixture was stirred at 80° C. under an atmosphere of nitrogen for 18 h, then diluted with ethanol (2 mL). 5N NaOH (0.5 mL) was added, then the reaction mixture was refluxed for 2 h. The reaction mixture was concentrated in vacuo, dilu... Reaction SMILES: [C:1](=[O:4])([O-])[O-].[K+].[K+].C([O:9][C:10](=[O:29])[C:11]([CH3:28])([O:20][C:21]1[CH:26]=[CH:25][CH:24]=[CH:23][C:22]=1C)[CH2:12][C:13]1[CH:18]=[CH:17][C:16]([OH:19])=[CH:15][CH:14]=1)C.[C:30]1([C:55]2[CH:60]=[CH:59][CH:58]=[CH:57][CH:56]=2)[CH:35]=[CH:34][C:33]([C:36]2[O:37][C:38]([CH3:54])=[C:39]([CH2:41][CH2:42]OS(C3C=CC(C)=CC=3)(=O)=O)[N:40]=2)=[CH:32][CH:31]=1.[OH-].[Na+]>C(O)C>[C:30]1([C:55]2[CH:56]=[CH:57][CH:58]=[CH:59][CH:60]=2)[CH:35]=[CH:34][C:33]([C:36]2[O:37][C:38]([CH3:54])=[C:39]([CH2:41][CH2:42][O:19][C:16]3[CH:15]=[CH:14][C:13]([CH2:12][C:11]([O:20][C:21]4[CH:26]=[CH:25][CH:24]=[CH:23][C:22]=4[O:4][CH3:1])([CH3:28])[C:10]([OH:9])=[O:29])=[CH:18][CH:17]=3)[N:40]=2)=[CH:32][CH:31]=1 |f:0.1.2,5.6|.